Dataset: the Open Reaction Database (ORD), a public repository of structured organic reaction records. Task: describe an organic reaction: reactants, conditions, products, and yield Starting materials: C(C)(C)(C)C1=CC=C(CC#N)C=C1 (4-tert-butylbenzyl cyanide), 500C, [H-].[Na+] (sodium hydride), FC(C1=C(C(=O)Cl)C=CC=C1)(F)F (2-trifluoromethylbenzoyl chloride), ClC(=S)OCC (ethyl chlorothioformate), ice water. Solvent: CN(C=O)C (dimethylformamide), CN(C=O)C (dimethylformamide), CN(C=O)C (dimethylformamide). Reaction conditions: time 30 minute. The product is C(C)(C)(C)C1=CC=C(C=C1)C(C#N)=C(C1=C(C=CC=C1)C(F)(F)F)OC(=S)OCC (α-(4-tert-Butylphenyl)-β-[ethoxy(thiocarbonyl)oxy]-β-(2-trifluoromethylphenyl)acrylonitrile). The yield is 65.8%. Reaction SMILES: [C:1]([C:5]1[CH:13]=[CH:12][C:8]([CH2:9][C:10]#[N:11])=[CH:7][CH:6]=1)([CH3:4])([CH3:3])[CH3:2].[F:14][C:15]([F:26])([F:25])[C:16]1[CH:24]=[CH:23][CH:22]=[CH:21][C:17]=1[C:18](Cl)=[O:19].[H-].[Na+].Cl[C:30]([O:32][CH2:33][CH3:34])=[S:31]>CN(C)C=O>[C:1]([C:5]1[CH:6]=[CH:7][C:8]([C:9](=[C:18]([O:19][C:30]([O:32][CH2:33][CH3:34])=[S:31])[C:17]2[CH:21]=[CH:22][CH:23]=[CH:24][C:16]=2[C:15]([F:26])([F:25])[F:14])[C:10]#[N:11])=[CH:12][CH:13]=1)([CH3:4])([CH3:2])[CH3:3] |f:2.3|. Procedure: A mixture comprising 2.0 g of 4-tert-butylbenzyl cyanide, 2.34 g of 2-trifluoromethylbenzoyl chloride and 8 ml of dimethylformamide, was dropwise added to a mixture comprising 0.83 g of 68% sodium hydride and 13 ml of dimethylformamide while maintaining the temperature at a level of from 40 to 500C. After completion of the dropwise addition, the reaction was carried out for 30 minutes at room temperature. The reaction mixture was cooled with ice, and a mixture comprising 2.1 g of ethyl chlorothi... The reactants are FC(C(CC[C@@H]1[C@H]2CC(O[C@H]2C[C@H]1O)=O)=O)CCCC ((1S,5R,6R,7R)-6-[4(RS)-fluoro-3-oxo-1-octyl]-7-hydroxy-2-oxabicyclo[3.3.0]octane-3-one), C12(C(=O)CC(CC1)C2(C)C)CS(=O)(=O)O (camphor sulfonic acid). The product is FC(CCCC)C1(OC2CC3OC(CC3C2CC1)=O)OC (10-[1(RS)-fluoro-pentyl]-10-methoxy -5,9-dioxatricyclo[6.4.0.02,6 ]dodecane-4-one). RXN SMILES: [F:1][CH:2]([CH2:17][CH2:18][CH2:19][CH3:20])[C:3](=[O:16])[CH2:4][CH2:5][C@H:6]1[C@H:13]([OH:14])[CH2:12][C@H:11]2[C@@H:7]1[CH2:8][C:9](=[O:15])[O:10]2.[C:21]12(CS(O)(=O)=O)C(C)(C)C(CC1)CC2=O>>[F:1][CH:2]([C:3]1([O:16][CH3:21])[CH2:4][CH2:5][CH:6]2[CH:13]([CH2:12][CH:11]3[CH:7]2[CH2:8][C:9](=[O:15])[O:10]3)[O:14]1)[CH2:17][CH2:18][CH2:19][CH3:20]. Procedure details: According to a similar manner as described in example 4, using (1S,5R,6R,7R)-6-[4(RS)-fluoro-3-oxo-1-octyl]-7-hydroxy-2-oxabicyclo[3.3.0]octane-3-one (0.263 g) and camphor sulfonic acid (0.021 g), the title compound was obtained (yields: 0.236 g, 86%). Reactants: C(C)(C)N(CC(C)O)CC(C)O (N-isopropyl-bis-(2-hydroxypropyl)amine), C(C)(C)N (Isopropylamine), C1C(C)O1 (propylene oxide). Product: C(C)(C)N1CC(OC(C1)C)(O)C (4-isopropyl-2,6-dimethyl-2-hydroxymorpholine). Yield: 32.0%. Reaction SMILES: C(N)(C)C.C1OC1C.[CH:9]([N:12]([CH2:17][CH:18]([OH:20])[CH3:19])[CH2:13][CH:14]([OH:16])[CH3:15])([CH3:11])[CH3:10]>>[CH:9]([N:12]1[CH2:17][CH:18]([CH3:19])[O:20][C:14]([CH3:15])([OH:16])[CH2:13]1)([CH3:11])[CH3:10]. Procedure: Isopropylamine (11.8 g, 0.2 mol) and propylene oxide (34.8 g, 0.6 mol) were subjected to a reaction as described in Example 1 above, except that the reaction temperature was 165° C. A 32% yield of 4-isopropyl-2,6-dimethyl-2-hydroxymorpholine was obtained along with 50% of N-isopropyl-bis-(2-hydroxypropyl)amine.